From a dataset of the Open Reaction Database (ORD), a public repository of structured organic reaction records. describe an organic reaction: reactants, conditions, products, and yield The reactants are CNC(=O)C1=CC=CC=2SC(=CC21)C2=NC(=NC=C2Br)NCCC2CCNCC2 (2-[5-bromo-2-(2-piperidin-4-yl-ethylamino)-pyrimidin-4-yl]-benzo[b]thiophene-4-carboxylic acid methylamide), Cl.Cl.C1(CC1)NC(=O)C1=CC=CC=2SC(=CC21)C2=NC(=NC=C2F)NCCCC2CCN(CC2)C (2-{5-fluoro-2-[3-(1-methylpiperidin-4-yl)-propylamino]-pyrimidin-4-yl}-benzo[b]thiophene-4-carboxylic acid cyclopropylamide di-hydrochloride). The product is Cl.Cl.CNC(=O)C1=CC=CC=2SC(=CC21)C2=NC(=NC=C2Br)NCCC2CCN(CC2)C (2-{5-Bromo-2-[2-(1-methylpiperidin-4-yl)-ethylamino]-pyrimidin-4-yl}-benzo[b]thiophene-4-carboxylic acid methylamide di-hydrochloride). Reaction SMILES: [ClH:1].Cl.[CH:3]1(NC(C2C3C=C(C4C(F)=CN=C(NCCCC5CCN(C)CC5)N=4)SC=3C=CC=2)=O)CC1.[CH3:36][NH:37][C:38]([C:40]1[C:48]2[CH:47]=[C:46]([C:49]3[C:54]([Br:55])=[CH:53][N:52]=[C:51]([NH:56][CH2:57][CH2:58][CH:59]4[CH2:64][CH2:63][NH:62][CH2:61][CH2:60]4)[N:50]=3)[S:45][C:44]=2[CH:43]=[CH:42][CH:41]=1)=[O:39]>>[ClH:1].[ClH:1].[CH3:36][NH:37][C:38]([C:40]1[C:48]2[CH:47]=[C:46]([C:49]3[C:54]([Br:55])=[CH:53][N:52]=[C:51]([NH:56][CH2:57][CH2:58][CH:59]4[CH2:60][CH2:61][N:62]([CH3:3])[CH2:63][CH2:64]4)[N:50]=3)[S:45][C:44]=2[CH:43]=[CH:42][CH:41]=1)=[O:39] |f:0.1.2,4.5.6|. Reported procedure: Using the method of 2-{5-fluoro-2-[3-(1-methylpiperidin-4-yl)-propylamino]-pyrimidin-4-yl}-benzo[b]thiophene-4-carboxylic acid cyclopropylamide di-hydrochloride, the title compound is synthesized from 2-[5-bromo-2-(2-piperidin-4-yl-ethylamino)-pyrimidin-4-yl]-benzo[b]thiophene-4-carboxylic acid methylamide and isolated as a yellow solid. ES+(m/z) 488 (79Br) and 490 (81Br) [M(free base)+H]. Starting materials: COC=1C=C(N)C=CC1OC (3,4-dimethoxyaniline), C(C)OC=C(C(=O)OCC)C(=O)OCC (diethyl ethoxymethylenemalonate). Run at temperature 110 celsius, time 1.5 hour. Yields the product COC=1C=C(C=CC1OC)NC=C(C(=O)OCC)C(=O)OCC (diethyl 2-[(3,4-dimethoxyphenylamino)methylene]malonate). Reaction SMILES: [CH3:1][O:2][C:3]1[CH:4]=[C:5]([CH:7]=[CH:8][C:9]=1[O:10][CH3:11])[NH2:6].C(O[CH:15]=[C:16]([C:22]([O:24][CH2:25][CH3:26])=[O:23])[C:17]([O:19][CH2:20][CH3:21])=[O:18])C>>[CH3:1][O:2][C:3]1[CH:4]=[C:5]([NH:6][CH:15]=[C:16]([C:17]([O:19][CH2:20][CH3:21])=[O:18])[C:22]([O:24][CH2:25][CH3:26])=[O:23])[CH:7]=[CH:8][C:9]=1[O:10][CH3:11]. Procedure: A mixture of 10 g of 3,4-dimethoxyaniline in 13.2 cm3 of diethyl ethoxymethylenemalonate was stirred for 1.5 hours at a temperature in the region of 110° C. After cooling to about 20° C., the reaction mixture was concentrated to dryness under reduced pressure (2 kPa) at a temperature in the region of 50° C. 21.1 g of diethyl 2-[(3,4-dimethoxyphenylamino)methylene]malonate were obtained in the form of a brown solid. As a reaction SMILES: [CH3:38][S:39](=[O:40])[CH3:41].[Cl:1][c:2]1[cH:3][c:4](-[c:9]2[c:10]([OH:18])[c:11]([C:15]([CH3:16])=[O:17])[n:12][n:13]2[CH3:14])[cH:5][cH:6][c:7]1[Cl:8].[cH:19]1[cH:20][c:21]([CH2:25][NH:26][C:27](=[O:28])[c:29]2[s:30][c:31]([C:34](=[O:35])[NH:36][NH2:37])[cH:32][cH:33]2)[cH:22][cH:23][n:24]1>>[Cl:1][c:2]1[cH:3][c:4](-[c:9]2[c:10]([OH:18])[c:11]([C:15]([CH3:16])=[N:37][NH:36][C:34]([c:31]3[s:30][c:29]([C:27]([NH:26][CH2:25][c:21]4[cH:20][cH:19][n:24][cH:23][cH:22]4)=[O:28])[cH:33][cH:32]3)=[O:35])[n:12][n:13]2[CH3:14])[cH:5][cH:6][c:7]1[Cl:8]. Starting materials: CS(C)=O, CC(=O)c1nn(C)c(-c2ccc(Cl)c(Cl)c2)c1O, NNC(=O)c1ccc(C(=O)NCc2ccncc2)s1. The product is CC(=NNC(=O)c1ccc(C(=O)NCc2ccncc2)s1)c1nn(C)c(-c2ccc(Cl)c(Cl)c2)c1O. The reactants are NC=1N(C=2CCCCC2C1C#N)CC1=CC=C(C=C1)OC (2-amino-3-cyano-1-(4-methoxyphenyl)methyl-4,5,6,7-tetrahydroindole), C(C)O\C(=C/C(=O)OCC)\C (ethyl β-ethoxycrotonate). The solvent is C(C)O (ethanol). Product: NC1=C(C(=NC=2N(C=3CCCCC3C21)CC2=CC=C(C=C2)OC)C)C(=O)OCC (4-Amino-9-(4-methoxyphenyl)methyl-2-methyl-5,6,7,8-tetrahydro-9H-pyrido[2,3-b]indole-3-carboxylic acid, ethyl ester). The yield is 64.0%. As a reaction SMILES: [NH2:1][C:2]1[N:3]([CH2:13][C:14]2[CH:19]=[CH:18][C:17]([O:20][CH3:21])=[CH:16][CH:15]=2)[C:4]2[CH2:5][CH2:6][CH2:7][CH2:8][C:9]=2[C:10]=1[C:11]#[N:12].C(O/[C:25](/[CH3:32])=[CH:26]\[C:27]([O:29][CH2:30][CH3:31])=[O:28])C>C(O)C>[NH2:12][C:11]1[C:10]2[C:9]3[CH2:8][CH2:7][CH2:6][CH2:5][C:4]=3[N:3]([CH2:13][C:14]3[CH:19]=[CH:18][C:17]([O:20][CH3:21])=[CH:16][CH:15]=3)[C:2]=2[N:1]=[C:25]([CH3:32])[C:26]=1[C:27]([O:29][CH2:30][CH3:31])=[O:28]. Reported procedure: The title compound was prepared in 64% yield from 2-amino-3-cyano-1-(4-methoxyphenyl)methyl-4,5,6,7-tetrahydroindole (D5) and ethyl β-ethoxycrotonate in a procedure similar to Description 6. Product was obtained as beige crystals from ethanol. Starting materials: [H-].[Na+] (Sodium hydride), CC1(OB(OC1(C)C)C=1C=NNC1)C (4-(4,4,5,5-tetramethyl-1,3,2-dioxaborolan-2-yl)-1H-pyrazole), CN(C)C=O (DMF), C[Si](CCOCCl)(C)C ([β-(Trimethylsilyl)ethoxy]methyl chloride). Reaction conditions: temperature 0 celsius, time 2 hour. Yields the product CC1(OB(OC1(C)C)C=1C=NN(C1)COCC[Si](C)(C)C)C (4-(4,4,5,5-tetramethyl-1,3,2-dioxaborolan-2-yl)-1-[2-(trimethylsilyl)ethoxy]methyl-1H-pyrazole), crude material. RXN SMILES: [CH3:1][C:2]1([CH3:14])[C:6]([CH3:8])([CH3:7])[O:5][B:4]([C:9]2[CH:10]=[N:11][NH:12][CH:13]=2)[O:3]1.CN(C=O)C.[H-].[Na+].[CH3:22][Si:23]([CH3:30])([CH3:29])[CH2:24][CH2:25][O:26][CH2:27]Cl>>[CH3:1][C:2]1([CH3:14])[C:6]([CH3:7])([CH3:8])[O:5][B:4]([C:9]2[CH:13]=[N:12][N:11]([CH2:27][O:26][CH2:25][CH2:24][Si:23]([CH3:30])([CH3:29])[CH3:22])[CH:10]=2)[O:3]1 |f:2.3|. Reported procedure: A solution of 4-(4,4,5,5-tetramethyl-1,3,2-dioxaborolan-2-yl)-1H-pyrazole (2.0 g, 0.010 mol) and DMF (30.0 mL, 0.387 mol) was cooled to 0° C. Sodium hydride (320 mg, 0.013 mol) (60% in oil) was added and the mixture was stirred for 10 min. [β-(Trimethylsilyl)ethoxy]methyl chloride (2.4 mL, 0.013 mol) was added and the resulting mixture was stirred for 20 min at 0° C. and 2 h at room temperature. The reaction was partitioned between water and ethyl acetate. The organic layer was washed with brine... Reactants: ClC(Cl)Cl, O=C(Cl)OCc1ccc(Cl)c(Cl)c1, CNC(=O)C=C(C)N. Product: CNC(=O)C=C(C)NC(=O)OCc1ccc(Cl)c(Cl)c1. RXN SMILES: [CH:22]([Cl:23])([Cl:24])[Cl:25].[Cl:1][C:2](=[O:3])[O:4][CH2:5][c:6]1[cH:7][c:8]([Cl:13])[c:9]([Cl:12])[cH:10][cH:11]1.[NH2:14][C:15](=[CH:16][C:17](=[O:18])[NH:19][CH3:20])[CH3:21]>>[C:2](=[O:3])([O:4][CH2:5][c:6]1[cH:7][c:8]([Cl:13])[c:9]([Cl:12])[cH:10][cH:11]1)[NH:14][C:15](=[CH:16][C:17](=[O:18])[NH:19][CH3:20])[CH3:21].